From a dataset of the Open Reaction Database (ORD), a public repository of structured organic reaction records. describe an organic reaction: reactants, conditions, products, and yield Reactants: Cl (HCl), N(=C=S)C=1C=C(C(=NC1)C#N)C(F)(F)F (5-isothiocyanato-3-(trifluoromethyl)pyridine-2-carbonitrile), C(#N)C1(CCC1)NC1=CC(=C(C(=O)NC)C=C1)F (4-(1-cyanocyclobutylamino)-2-fluoro-N-methylbenzamide), CN(C=O)C (N,N-dimethylformamide). Solvent: CO (Methanol), O (water), C(=O)(O)[O-].[Na+] (NaHCO3). Run at temperature 80 celsius. Product: C(#N)C1=C(C=C(C=N1)N1C(N(C2(CCC2)C1=O)C1=CC(=C(C(=O)NC)C=C1)F)=S)C(F)(F)F (4-(7-(6-cyano-5-(trifluoromethyl)pyridin-3-yl)-8-oxo-6-thioxo-5,7-diazaspiro[3.4]octan-5-yl)-2-fluoro-N-methylbenzamide). RXN SMILES: [N:1]([C:4]1[CH:5]=[C:6]([C:12]([F:15])([F:14])[F:13])[C:7]([C:10]#[N:11])=[N:8][CH:9]=1)=[C:2]=[S:3].[C:16]([C:18]1([NH:22][C:23]2[CH:32]=[CH:31][C:26]([C:27]([NH:29][CH3:30])=[O:28])=[C:25]([F:33])[CH:24]=2)[CH2:21][CH2:20][CH2:19]1)#N.CN(C)C=[O:37].Cl>O.C([O-])(O)=O.[Na+].CO>[C:10]([C:7]1[N:8]=[CH:9][C:4]([N:1]2[C:16](=[O:37])[C:18]3([CH2:21][CH2:20][CH2:19]3)[N:22]([C:23]3[CH:32]=[CH:31][C:26]([C:27]([NH:29][CH3:30])=[O:28])=[C:25]([F:33])[CH:24]=3)[C:2]2=[S:3])=[CH:5][C:6]=1[C:12]([F:15])([F:13])[F:14])#[N:11] |f:5.6|. Procedure details: Crude 5-isothiocyanato-3-(trifluoromethyl)picolinonitrile 9 (1.390 g, 6.07 mmol) is placed in a 50 mL round-bottomed flask and 4-(1-cyanocyclobutylamino)-2-fluoro-N-methylbenzamide 10 (0.5 g, 2.022 mmol) is added to the flask. The mixture is left under vacuum (using an oil pump) for 1 hour. N,N-dimethylformamide (DMF) (6 ml) is added, the flask sealed under argon with a stopper and heated to 80° C. in a CEM microwave reactor for 20 hours. Methanol (10 ml) and 2N HCl (6 ml) is added and the mixtu... Starting materials: COC1CN(C1)C(=O)N1CC(CC(C1)C1=CC=C(C=C1)C(F)(F)F)C(=O)O (1-[(3-Methoxyazetidin-1-yl)carbonyl]-5-[4-(trifluoromethyl)phenyl]piperidine-3-carboxylic acid), ON=C(CCOC)N (N′-Hydroxy-3-methoxypropanimidamide). Yields the product COC1CN(C1)C(=O)N1CC(CC(C1)C1=CC=C(C=C1)C(F)(F)F)C1=NC(=NO1)CCOC ((3-Methoxyazetidin-1-yl) {3-[3-(2-methoxyethyl)-1,2,4-oxadiazol-5-yl]-5-[4-(trifluoromethyl)-phenyl]piperidin-1-yl}methanone). Isolated yield 22.1%. RXN SMILES: [CH3:1][O:2][CH:3]1[CH2:6][N:5]([C:7]([N:9]2[CH2:14][CH:13]([C:15]3[CH:20]=[CH:19][C:18]([C:21]([F:24])([F:23])[F:22])=[CH:17][CH:16]=3)[CH2:12][CH:11]([C:25]([OH:27])=O)[CH2:10]2)=[O:8])[CH2:4]1.O[N:29]=[C:30]([NH2:35])[CH2:31][CH2:32][O:33][CH3:34]>>[CH3:1][O:2][CH:3]1[CH2:6][N:5]([C:7]([N:9]2[CH2:14][CH:13]([C:15]3[CH:20]=[CH:19][C:18]([C:21]([F:23])([F:22])[F:24])=[CH:17][CH:16]=3)[CH2:12][CH:11]([C:25]3[O:27][N:35]=[C:30]([CH2:31][CH2:32][O:33][CH3:34])[N:29]=3)[CH2:10]2)=[O:8])[CH2:4]1. Procedure: 250 mg (0.647 mmol) of 1-[(3-methoxyazetidin-1-yl)carbonyl]-5-[4-(trifluoromethyl)phenyl]piperidine-3-carboxylic acid (Example 103A) and 112 mg (0.712 mmol, 75% pure) of N′-hydroxy-3-methoxypropanimidamide (Example 64A) were reacted according to the General Method 1. Enantiomer separation of the racemate according to Method 16D gave 67.0 mg of the title compound from Example 313 and 67.0 mg of the title compound from Example 314 (44% of theory). The reactants are C(C)(C)(C)OC(=O)N[C@@H](CCCCNC(=O)OCC1=CC=CC=C1)C(=O)O (Nα-tert-butyloxycarbonyl-Nε-benzyloxycarbonyl-L-lysine), N[C@H]1CC2CC[C@H]3[C@@H]4CC[C@H]([C@@H](CCCC(C)C)C)[C@]4(CC[C@@H]3[C@]2(CC1)C)C (3α-aminocholestane). Yields the product C(C)(C)(C)OC(=O)N[C@@H](CCCCNC(=O)OCC1=CC=CC=C1)C(=O)N[C@H]1CC2CC[C@H]3[C@@H]4CC[C@H]([C@@H](CCCC(C)C)C)[C@]4(CC[C@@H]3[C@]2(CC1)C)C (3α-N-(Nα-tert-butyloxycarbonyl-Nε-benzyloxycarbonyl-L-lysyl)aminocholestane). As a reaction SMILES: [C:1]([O:5][C:6]([NH:8][C@H:9]([C:25]([OH:27])=O)[CH2:10][CH2:11][CH2:12][CH2:13][NH:14][C:15]([O:17][CH2:18][C:19]1[CH:24]=[CH:23][CH:22]=[CH:21][CH:20]=1)=[O:16])=[O:7])([CH3:4])([CH3:3])[CH3:2].[NH2:28][C@@H:29]1[CH2:53][CH2:52][C@@:51]2([CH3:54])[CH:31]([CH2:32][CH2:33][C@@H:34]3[C@@H:50]2[CH2:49][CH2:48][C@@:47]2([CH3:55])[C@H:35]3[CH2:36][CH2:37][C@@H:38]2[C@H:39]([CH3:46])[CH2:40][CH2:41][CH2:42][CH:43]([CH3:45])[CH3:44])[CH2:30]1>>[C:1]([O:5][C:6]([NH:8][C@H:9]([C:25]([NH:28][C@@H:29]1[CH2:53][CH2:52][C@@:51]2([CH3:54])[CH:31]([CH2:32][CH2:33][C@@H:34]3[C@@H:50]2[CH2:49][CH2:48][C@@:47]2([CH3:55])[C@H:35]3[CH2:36][CH2:37][C@@H:38]2[C@H:39]([CH3:46])[CH2:40][CH2:41][CH2:42][CH:43]([CH3:45])[CH3:44])[CH2:30]1)=[O:27])[CH2:10][CH2:11][CH2:12][CH2:13][NH:14][C:15]([O:17][CH2:18][C:19]1[CH:20]=[CH:21][CH:22]=[CH:23][CH:24]=1)=[O:16])=[O:7])([CH3:2])([CH3:3])[CH3:4]. Procedure: By using Nα-tert-butyloxycarbonyl-Nε-benzyloxycarbonyl-L-lysine (760 mg, 2.00 mmol) and 3α-aminocholestane (853 mg, 2.20 mmol), the title compound was obtained in the same manner as in Synthetic Example BB 1 (1.57 g, quantitative). Reactants: CC=1N(C2=CC=C(C=C2C1C(C(=O)N)O)[N+](=O)[O-])CC1=CC=CC=C1 (2-methyl-5-nitro-1-(phenylmethyl)-1H-indole-3-glycolic acid amide), C(C)[SiH](CC)CC (triethylsilane). Run in FC(C(=O)O)(F)F (trifluoroacetic acid). Conditions: time 1 hour. Product: CC=1N(C2=CC=C(C=C2C1CC(=O)N)[N+](=O)[O-])CC1=CC=CC=C1 (2-methyl-5-nitro-1-(phenylmethyl)-1H-indole-3-acetamide). The yield is 52.1%. As a reaction SMILES: [CH3:1][C:2]1[N:3]([CH2:19][C:20]2[CH:25]=[CH:24][CH:23]=[CH:22][CH:21]=2)[C:4]2[C:9]([C:10]=1[CH:11](O)[C:12]([NH2:14])=[O:13])=[CH:8][C:7]([N+:16]([O-:18])=[O:17])=[CH:6][CH:5]=2.C([SiH](CC)CC)C>FC(F)(F)C(O)=O>[CH3:1][C:2]1[N:3]([CH2:19][C:20]2[CH:25]=[CH:24][CH:23]=[CH:22][CH:21]=2)[C:4]2[C:9]([C:10]=1[CH2:11][C:12]([NH2:14])=[O:13])=[CH:8][C:7]([N+:16]([O-:18])=[O:17])=[CH:6][CH:5]=2. Procedure details: A solution of 0.927 g (2.7 mmol) of 2-methyl-5-nitro-1-(phenylmethyl)-1H-indole-3-glycolic acid amide in 15 mL of trifluoroacetic acid was treated with 1.0 mL (6.0 mmol) of triethylsilane and the mixture stirred for 1.0 hour. After concentrating at reduced pressure, the residue was chromatographed on silca (eluted with EtOAc) and crystallized from MeOH/CH2Cl2 to give 455 mg (52% yield) of 2-methyl-5-nitro-1-(phenylmethyl)-1H-indole-3-acetamide, mp, 189-192° C. Starting materials: NC(=O)c1cccc(OCCCCCCBr)c1, CC#N, c1ccc(P(c2ccccc2)c2ccccc2)cc1. Product: [Br-], NC(=O)c1cccc(OCCCCCC[P+](c2ccccc2)(c2ccccc2)c2ccccc2)c1. RXN SMILES: [Br:1][CH2:2][CH2:3][CH2:4][CH2:5][CH2:6][CH2:7][O:8][c:9]1[cH:10][c:11]([C:15](=[O:16])[NH2:17])[cH:12][cH:13][cH:14]1.[CH3:37][C:38]#[N:39].[c:18]1([P:24]([c:25]2[cH:26][cH:27][cH:28][cH:29][cH:30]2)[c:31]2[cH:32][cH:33][cH:34][cH:35][cH:36]2)[cH:19][cH:20][cH:21][cH:22][cH:23]1>>[Br-:1].[CH2:2]([CH2:3][CH2:4][CH2:5][CH2:6][CH2:7][O:8][c:9]1[cH:10][c:11]([C:15](=[O:16])[NH2:17])[cH:12][cH:13][cH:14]1)[P+:24]([c:18]1[cH:19][cH:20][cH:21][cH:22][cH:23]1)([c:25]1[cH:26][cH:27][cH:28][cH:29][cH:30]1)[c:31]1[cH:32][cH:33][cH:34][cH:35][cH:36]1. The reactants are N,N-Dicyclohexylcarbodiimide, ice, COC(=O)CC=C(C(=O)O)CC(C)C (4-methoxycarbonyl-2-(2-methylpropyl)but-2-enoic acid), CNC([C@@H](N)CC1=CC=C(C=C1)OC)=O (O-methyl-L-tyrosine N-methylamide). Run in ClCCl (dichloromethane). Conditions: time 18 hour. The product is CC(CC(=CCC(=O)OC)C(=O)NC(CC1=CC=C(C=C1)OC)C(=O)NC)C (6-Methyl-4-[[[1-[(methylamino)carbonyl]-2-(4-methoxyphenyl)ethyl]amino]carbonyl]hept-3-enoic acid, methyl ester). Isolated yield 53.3%. Reaction SMILES: [CH3:1][O:2][C:3]([CH2:5][CH:6]=[C:7]([CH2:11][CH:12]([CH3:14])[CH3:13])[C:8]([OH:10])=O)=[O:4].[CH3:15][NH:16][C:17](=[O:29])[C@H:18]([CH2:20][C:21]1[CH:26]=[CH:25][C:24]([O:27][CH3:28])=[CH:23][CH:22]=1)[NH2:19]>ClCCl>[CH3:13][CH:12]([CH3:14])[CH2:11][C:7]([C:8]([NH:19][CH:18]([C:17]([NH:16][CH3:15])=[O:29])[CH2:20][C:21]1[CH:22]=[CH:23][C:24]([O:27][CH3:28])=[CH:25][CH:26]=1)=[O:10])=[CH:6][CH2:5][C:3]([O:2][CH3:1])=[O:4]. Procedure: N,N-Dicyclohexylcarbodiimide (515 mg, 2.5 mmol) was added to an ice-cooled solution of 4-methoxycarbonyl-2-(2-methylpropyl)but-2-enoic acid (500 mg, 2.5 mmol) and O-methyl-L-tyrosine N-methylamide (520 mg, 2.5 mmol) in dry dichloromethane (30 ml), and the mixture was stirred at room temperature for 18 h. The precipitated solid was filtered off and washed with a little dichloromethane, then the organic solution was washed successively with 1 N hydrochloric acid (20 ml), 1 N sodium bicarbonate (20... Reactants: COC(=O)c1cc(OC)ccc1CBr, CO, CO, N. Product: COc1ccc2c(c1)C(=O)NC2. RXN SMILES: [Br:1][CH2:2][c:3]1[c:4]([C:5](=[O:6])[O:7][CH3:8])[cH:9][c:10]([O:13][CH3:14])[cH:11][cH:12]1.[CH3:15][OH:16].[CH3:18][OH:19].[NH3:17]>>[CH2:2]1[c:3]2[c:4]([cH:9][c:10]([O:13][CH3:14])[cH:11][cH:12]2)[C:5](=[O:6])[NH:17]1. Reactants: S(=O)(=O)(O)[O-].[K+] (potassium hydrogen sulfate), [H-].[Na+] (sodium hydride), C(CC(=O)OCC)(=O)OCC (diethyl malonate), BrCCCCCCC#N (7-bromoheptanenitrile). Solvent: O (water), C(C)(=O)OCC (ethyl acetate), CN(C=O)C (dimethylformamide). Reaction conditions: time 30 minute. Product: C(#N)CCCCCCC(C(=O)OCC)C(=O)OCC (Diethyl α-(6-cyanohexyl)malonate). Reaction SMILES: [H-].[Na+].[C:3]([O:11][CH2:12][CH3:13])(=[O:10])[CH2:4][C:5]([O:7][CH2:8][CH3:9])=[O:6].Br[CH2:15][CH2:16][CH2:17][CH2:18][CH2:19][CH2:20][C:21]#[N:22].S([O-])(O)(=O)=O.[K+]>CN(C)C=O.O.C(OCC)(=O)C>[C:21]([CH2:20][CH2:19][CH2:18][CH2:17][CH2:16][CH2:15][CH:4]([C:5]([O:7][CH2:8][CH3:9])=[O:6])[C:3]([O:11][CH2:12][CH3:13])=[O:10])#[N:22] |f:0.1,4.5|. Procedure: 2.3 g of sodium hydride (as a 55% w/w dispersion in mineral oil) were gradually added with ice cooling to a solution of 8.0 ml of diethyl malonate dissolved in 80 ml of dimethylformamide. The mixture was stirred for 30 minutes, and then 10 g of 7-bromoheptanenitrile were added dropwise to it over a period of 30 minutes. The mixture was then stirred at room temperature for 20 hours in an atmosphere of nitrogen. At the end of this time, ethyl acetate and water were added to the mixture, which was ... The reactants are CC(C)(C)[Si](C)(C)OCC(Oc1ccc(Cl)cn1)C1CN(Cc2ccccc2)CC1c1ccc(Cl)c(Cl)c1, Cc1ccccc1, CC(Cl)OC(=O)Cl. Yields the product CC(C)(C)[Si](C)(C)OCC(Oc1ccc(Cl)cn1)C1CNCC1c1ccc(Cl)c(Cl)c1. As a reaction SMILES: [CH2:1]([c:2]1[cH:3][cH:4][cH:5][cH:6][cH:7]1)[N:8]1[CH2:9][CH:10]([CH:21]([CH2:22][O:23][Si:24]([CH3:25])([CH3:26])[C:27]([CH3:28])([CH3:29])[CH3:30])[O:31][c:32]2[n:33][cH:34][c:35]([Cl:38])[cH:36][cH:37]2)[CH:11]([c:13]2[cH:14][c:15]([Cl:20])[c:16]([Cl:19])[cH:17][cH:18]2)[CH2:12]1.[CH3:46][c:47]1[cH:48][cH:49][cH:50][cH:51][cH:52]1.[Cl:39][C:40]([O:41][CH:42]([Cl:43])[CH3:44])=[O:45]>>[NH:8]1[CH2:9][CH:10]([CH:21]([CH2:22][O:23][Si:24]([CH3:25])([CH3:26])[C:27]([CH3:28])([CH3:29])[CH3:30])[O:31][c:32]2[n:33][cH:34][c:35]([Cl:38])[cH:36][cH:37]2)[CH:11]([c:13]2[cH:14][c:15]([Cl:20])[c:16]([Cl:19])[cH:17][cH:18]2)[CH2:12]1. RXN SMILES: [Br-:27].[CH2:28]([CH:29]=[CH2:30])[Mg+:31].[CH3:35][CH2:36][CH2:37][CH2:38][CH2:39][CH3:40].[CH:1]([CH3:2])([CH3:3])[c:4]1[n:5][c:6]([CH:24]([CH3:25])[CH3:26])[c:7]([CH2:19][CH2:20][CH2:21][CH2:22][CH3:23])[c:8](-[c:12]2[cH:13][cH:14][c:15]([F:18])[cH:16][cH:17]2)[c:9]1[CH2:10][OH:11].[Cl:32][CH2:33][Cl:34]>>[CH:1]([CH3:2])([CH3:3])[c:4]1[n:5][c:6]([CH:24]([CH3:25])[CH3:26])[c:7]([CH2:19][CH2:20][CH2:21][CH2:22][CH3:23])[c:8](-[c:12]2[cH:13][cH:14][c:15]([F:18])[cH:16][cH:17]2)[c:9]1[CH:10]([OH:11])[CH:28]=[CH:29][CH3:30]. Starting materials: [Br-], C=CC[Mg+], CCCCCC, CCCCCc1c(C(C)C)nc(C(C)C)c(CO)c1-c1ccc(F)cc1, ClCCl. Yields the product CC=CC(O)c1c(C(C)C)nc(C(C)C)c(CCCCC)c1-c1ccc(F)cc1.